This data is from the Open Reaction Database (ORD), a public repository of structured organic reaction records. The task is: describe an organic reaction: reactants, conditions, products, and yield Starting materials: [BH4-], CCO, C=CC1Cc2cc(OC)ccc2C2CCC3(C)C(=O)CC=C3C12, O. Yields the product C=CC1Cc2cc(OC)ccc2C2CCC3(C)C(=CCC3O)C12. Reaction SMILES: [BH4-:1].[CH3:25][CH2:26][OH:27].[CH:2](=[CH2:3])[CH:4]1[CH:5]2[C:6]3=[CH:7][CH2:8][C:9](=[O:24])[C:10]3([CH3:11])[CH2:12][CH2:13][CH:14]2[c:15]2[cH:16][cH:17][c:18]([O:22][CH3:23])[cH:19][c:20]2[CH2:21]1.[OH2:28]>>[CH:2](=[CH2:3])[CH:4]1[CH:5]2[C:6]3=[CH:7][CH2:8][CH:9]([OH:24])[C:10]3([CH3:11])[CH2:12][CH2:13][CH:14]2[c:15]2[cH:16][cH:17][c:18]([O:22][CH3:23])[cH:19][c:20]2[CH2:21]1. Starting materials: CCCN1CCN(C2CCN(C(=O)C(c3ccccc3)n3c(=O)[nH]c4cc(Cl)ccc43)C2)CC1, COc1ccccc1C(C(=O)O)n1c(=O)[nH]c2ccc(Cl)cc21. Yields the product CCCN1CCN(C2CCN(C(=O)C(c3ccccc3OC)n3c(=O)[nH]c4ccc(Cl)cc43)C2)CC1. As a reaction SMILES: [Cl:1][c:2]1[cH:3][cH:4][c:5]2[n:6]([CH:7]([c:8]3[cH:9][cH:10][cH:11][cH:26][cH:27]3)[C:28]([N:12]3[CH2:13][CH:14]([N:17]4[CH2:18][CH2:19][N:20]([CH2:23][CH2:24][CH3:25])[CH2:21][CH2:22]4)[CH2:15][CH2:16]3)=[O:29])[c:30](=[O:31])[nH:32][c:33]2[cH:34]1.[Cl:35][c:36]1[cH:37][cH:38][c:39]2[c:40]([n:41]([CH:45]([C:46](=[O:47])[OH:48])[c:49]3[c:50]([O:55][CH3:56])[cH:51][cH:52][cH:53][cH:54]3)[c:42](=[O:44])[nH:43]2)[cH:57]1>>[N:12]1([C:46]([CH:45]([n:41]2[c:40]3[c:39]([cH:38][cH:37][c:36]([Cl:35])[cH:57]3)[nH:43][c:42]2=[O:44])[c:49]2[c:50]([O:55][CH3:56])[cH:51][cH:52][cH:53][cH:54]2)=[O:47])[CH2:13][CH:14]([N:17]2[CH2:18][CH2:19][N:20]([CH2:23][CH2:24][CH3:25])[CH2:21][CH2:22]2)[CH2:15][CH2:16]1. Starting materials: CCc1ccc(Br)cc1[N+](=O)[O-], CO, [Cl-], [NH4+], O, [Zn]. Yields the product CCc1ccc(Br)cc1N. As a reaction SMILES: [Br:3][c:4]1[cH:5][c:6]([N+:12]([O-:13])=[O:14])[c:7]([CH2:10][CH3:11])[cH:8][cH:9]1.[CH3:16][OH:17].[Cl-:1].[NH4+:2].[OH2:15].[Zn:18]>>[Br:3][c:4]1[cH:5][c:6]([NH2:12])[c:7]([CH2:10][CH3:11])[cH:8][cH:9]1. Reactants: BrC1=C(C(=NC=C1)C1=CCC(CC1)(C)C)NC(=O)C=1NC=C(N1)C#N (4-cyano-1H-imidazole-2-carboxylic acid [4-bromo-2-(4,4-dimethyl-cyclohex-1-enyl)-pyridine-3-yl]-amide), O1CCC(CC1)=O (tetrahydropyran-4-one). Product: CC1(CC=C(CC1)C1=NC(=CC=C1NC(=O)C=1NC=C(N1)C#N)C1(CCOCC1)O)C (4-Cyano-1H-imidazole-2-carboxylic acid [2-(4,4-dimethyl-cyclohex-1-enyl)-6-(4-hydroxy-tetrahydro-pyran-4-yl)-pyridin-3-yl]-amide). Reaction SMILES: Br[C:2]1[CH:7]=[CH:6][N:5]=[C:4]([C:8]2[CH2:13][CH2:12][C:11]([CH3:15])([CH3:14])[CH2:10][CH:9]=2)[C:3]=1[NH:16][C:17]([C:19]1[NH:20][CH:21]=[C:22]([C:24]#[N:25])[N:23]=1)=[O:18].[O:26]1[CH2:31][CH2:30][C:29](=[O:32])[CH2:28][CH2:27]1>>[CH3:14][C:11]1([CH3:15])[CH2:12][CH2:13][C:8]([C:4]2[C:3]([NH:16][C:17]([C:19]3[NH:20][CH:21]=[C:22]([C:24]#[N:25])[N:23]=3)=[O:18])=[CH:2][CH:7]=[C:6]([C:29]3([OH:32])[CH2:30][CH2:31][O:26][CH2:27][CH2:28]3)[N:5]=2)=[CH:9][CH2:10]1. Reported procedure: The title compound was prepared as described in Example 1 step (h) using 4-cyano-1H-imidazole-2-carboxylic acid [4-bromo-2-(4,4-dimethyl-cyclohex-1-enyl)-pyridine-3-yl]-amide (as prepared in the Example 32 steps (d)) and tetrahydropyran-4-one. Mass spectrum (ESI, m/z): Calcd. for C25H27N5O3, 422.2 (M+H). found 422.2. The reactants are CC(=O)N(CC(=O)OC(C)(C)C)C1c2ccccc2CC1NC(=O)c1cc2cc(Cl)ccc2[nH]1, ClCCl, O=C(O)C(F)(F)F. The product is CC(=O)N(CC(=O)O)C1c2ccccc2CC1NC(=O)c1cc2cc(Cl)ccc2[nH]1. RXN SMILES: [C:8]([CH3:9])(=[O:10])[N:11]([CH:12]1[CH:13]([NH:21][C:22](=[O:23])[c:24]2[nH:25][c:26]3[cH:27][cH:28][c:29]([Cl:33])[cH:30][c:31]3[cH:32]2)[CH2:14][c:15]2[cH:16][cH:17][cH:18][cH:19][c:20]21)[CH2:34][C:35](=[O:36])[O:37][C:38]([CH3:39])([CH3:40])[CH3:41].[Cl:42][CH2:43][Cl:44].[F:1][C:2]([F:3])([F:4])[C:5]([OH:6])=[O:7]>>[C:8]([CH3:9])(=[O:10])[N:11]([CH:12]1[CH:13]([NH:21][C:22](=[O:23])[c:24]2[nH:25][c:26]3[cH:27][cH:28][c:29]([Cl:33])[cH:30][c:31]3[cH:32]2)[CH2:14][c:15]2[cH:16][cH:17][cH:18][cH:19][c:20]21)[CH2:34][C:35](=[O:36])[OH:37]. The reactants are BrC=1N=C(N(C1)C(C1=CC=CC=C1)(C1=CC=CC=C1)C1=CC=CC=C1)C(C1=C(C(=CC(=C1)CC)OC)F)Cl (4-bromo-2-(chloro(5-ethyl-2-fluoro-3-methoxyphenyl)methyl)-1-trityl-1H-imidazole), BrC=1N=C(N(C1)C(C1=CC=CC=C1)(C1=CC=CC=C1)C1=CC=CC=C1)C(C1=C(C(=CC(=C1)CC)OC)F)NC=1C=C2C=CN=C(C2=CC1)N(C(=O)OC(C)(C)C)C(=O)OC(C)(C)C (di-tert-butyl (6-{[(4-bromo-1-trityl-1H-imidazol-2-yl)(5-ethyl-2-fluoro-3-methoxyphenyl)methyl]amino}isoquinolin-1-yl)imidodicarbonate), BrC1=C(C=CC=C1)C=1N=C(N(C1)C(C1=CC=CC=C1)(C1=CC=CC=C1)C1=CC=CC=C1)C(O)C1=C(C(=CC(=C1)CC)OCC)F ((4-(2-bromophenyl)-1-trityl-1H-imidazol-2-yl)(3-ethoxy-5-ethyl-2-fluorophenyl)methanol), NC=1C=C2C=CN=C(C2=CC1)N(C(=O)OC(C)(C)C)C(=O)OC(C)(C)C (di-tert-butyl (6-aminoisoquinolin-1-yl)imidodicarbonate). Yields the product EtOAc hexanes, BrC1=C(C=CC=C1)C=1N=C(N(C1)C(C1=CC=CC=C1)(C1=CC=CC=C1)C1=CC=CC=C1)C(C1=C(C(=CC(=C1)CC)OCC)F)NC=1C=C2C=CN=C(C2=CC1)N(C(=O)OC(C)(C)C)C(=O)OC(C)(C)C (di-tert-butyl (6-{[(4-(2-bromophenyl)-1-trityl-1H-imidazol-2-yl)(3-ethoxy-5-ethyl-2-fluorophenyl)methyl]amino}isoquinolin-1-yl)imidodicarbonate). Isolated yield 0.0%. Reaction SMILES: BrC1N=C(C([NH:38][C:39]2[CH:40]=[C:41]3[C:46](=[CH:47][CH:48]=2)[C:45]([N:49]([C:57]([O:59][C:60]([CH3:63])([CH3:62])[CH3:61])=[O:58])[C:50]([O:52][C:53]([CH3:56])([CH3:55])[CH3:54])=[O:51])=[N:44][CH:43]=[CH:42]3)C2C=C(CC)C=C(OC)C=2F)N(C(C2C=CC=CC=2)(C2C=CC=CC=2)C2C=CC=CC=2)C=1.[Br:64][C:65]1[CH:70]=[CH:69][CH:68]=[CH:67][C:66]=1[C:71]1[N:72]=[C:73]([CH:95]([C:97]2[CH:102]=[C:101]([CH2:103][CH3:104])[CH:100]=[C:99]([O:105][CH2:106][CH3:107])[C:98]=2[F:108])O)[N:74]([C:76]([C:89]2[CH:94]=[CH:93][CH:92]=[CH:91][CH:90]=2)([C:83]2[CH:88]=[CH:87][CH:86]=[CH:85][CH:84]=2)[C:77]2[CH:82]=[CH:81][CH:80]=[CH:79][CH:78]=2)[CH:75]=1.BrC1N=C(C(Cl)C2C=C(CC)C=C(OC)C=2F)N(C(C2C=CC=CC=2)(C2C=CC=CC=2)C2C=CC=CC=2)C=1.NC1C=C2C(=CC=1)C(N(C(OC(C)(C)C)=O)C(OC(C)(C)C)=O)=NC=C2>>[Br:64][C:65]1[CH:70]=[CH:69][CH:68]=[CH:67][C:66]=1[C:71]1[N:72]=[C:73]([CH:95]([NH:38][C:39]2[CH:40]=[C:41]3[C:46](=[CH:47][CH:48]=2)[C:45]([N:49]([C:50]([O:52][C:53]([CH3:56])([CH3:55])[CH3:54])=[O:51])[C:57]([O:59][C:60]([CH3:61])([CH3:62])[CH3:63])=[O:58])=[N:44][CH:43]=[CH:42]3)[C:97]2[CH:102]=[C:101]([CH2:103][CH3:104])[CH:100]=[C:99]([O:105][CH2:106][CH3:107])[C:98]=2[F:108])[N:74]([C:76]([C:83]2[CH:88]=[CH:87][CH:86]=[CH:85][CH:84]=2)([C:77]2[CH:82]=[CH:81][CH:80]=[CH:79][CH:78]=2)[C:89]2[CH:90]=[CH:91][CH:92]=[CH:93][CH:94]=2)[CH:75]=1. Procedure details: According to the procedure for the preparation of Intermediate 206.4, Intermediate 217.3 (424 mg, 0.641 mmol) was converted to the chloro intermediate, then displaced with di-tert-butyl (6-aminoisoquinolin-1-yl)imidodicarbonate to afford after flash chromatography (0 to 60% EtOAc/hexanes gradient) 615 mg of intermediate 217.4 as a pale yellow solid.